Dataset: the Open Reaction Database (ORD), a public repository of structured organic reaction records. Task: describe an organic reaction: reactants, conditions, products, and yield Reactants: C1CCOC1, CCO, CCOC(=O)C1CCC(Oc2ccc([N+](=O)[O-])cc2)CC1, [Pd]. The product is CCOC(=O)C1CCC(Oc2ccc(N)cc2)CC1. Reaction SMILES: [CH2:25]1[O:26][CH2:27][CH2:28][CH2:29]1.[CH3:22][CH2:23][OH:24].[N+:1]([O-:2])(=[O:3])[c:4]1[cH:5][cH:6][c:7]([O:8][CH:9]2[CH2:10][CH2:11][CH:12]([C:15](=[O:16])[O:17][CH2:18][CH3:19])[CH2:13][CH2:14]2)[cH:20][cH:21]1.[Pd:30]>>[NH2:1][c:4]1[cH:5][cH:6][c:7]([O:8][CH:9]2[CH2:10][CH2:11][CH:12]([C:15](=[O:16])[O:17][CH2:18][CH3:19])[CH2:13][CH2:14]2)[cH:20][cH:21]1. Starting materials: COCOC1=CC=C(C=O)C=C1 (4-methoxymethoxybenzaldehyde), OCC(C)(CO)C (neopentyl glycol), C1(=CC=C(C=C1)S(=O)(=O)[O-])C.[NH+]1=CC=CC=C1 (pyridinium para-toluenesulfonate), C1=CC=CC=C1 (benzene). Run in O (water). Yields the product COCOC1=CC=C(C=C1)C1OCC(CO1)(C)C (2-(4-Methoxymethoxyphenyl)-5,5-dimethyl-1,3-dioxane). RXN SMILES: [CH3:1][O:2][CH2:3][O:4][C:5]1[CH:12]=[CH:11][C:8]([CH:9]=[O:10])=[CH:7][CH:6]=1.[OH:13][CH2:14][C:15]([CH3:19])([CH2:17]O)[CH3:16].C1(C)C=CC(S([O-])(=O)=O)=CC=1.[NH+]1C=CC=CC=1.C1C=CC=CC=1>O>[CH3:1][O:2][CH2:3][O:4][C:5]1[CH:12]=[CH:11][C:8]([CH:9]2[O:13][CH2:14][C:15]([CH3:19])([CH3:17])[CH2:16][O:10]2)=[CH:7][CH:6]=1 |f:2.3|. Reported procedure: A solution of 4-methoxymethoxybenzaldehyde, neopentyl glycol (10.3 g, 98.9 mmol), pyridinium para-toluenesulfonate (1.0 g, 3.98 mmol), and benzene (500 ml) was refluxed with azeotropic removal of water for several hours, under argon. The cooled reaction mixture was quenched with 2 ml of triethylamine, and concentrated on rotary evaporator. The product was chromatographed (silica gel, 5% ethyl acetate in hexanes), yielding about 14.83 g of the product.